Dataset: the Open Reaction Database (ORD), a public repository of structured organic reaction records. Task: describe an organic reaction: reactants, conditions, products, and yield Starting materials: CI (methyl iodide), N1C(=CC2=CC=CC=C12)C(=O)O (indole-2-carboxylic acid), C([O-])([O-])=O.[K+].[K+] (potassium carbonate), CN(C=O)C (dimethylformamide). Run at temperature 100 celsius, time 6 hour. Product: CN1C(=CC2=CC=CC=C12)C(=O)OC (Methyl 1-methylindole-2-carboxylate). RXN SMILES: [CH3:1]I.N1C2[C:6](=[CH:7][CH:8]=CC=2)[CH:5]=[C:4]1[C:12](O)=O.[C:15](=[O:18])([O-])[O-:16].[K+].[K+].[CH3:21][N:22]([CH3:25])[CH:23]=O>>[CH3:21][N:22]1[C:25]2[C:4](=[CH:5][CH:6]=[CH:7][CH:8]=2)[CH:12]=[C:23]1[C:15]([O:16][CH3:1])=[O:18] |f:2.3.4|. Reported procedure: 6.0 ml of methyl iodide were added dropwise to a mixture of 5.00 g of indole-2-carboxylic acid, 100 ml of dimethylformamide and 13.0 g of anhydrous potassium carbonate, and the resulting mixture was stirred at 100° C. for 6 hours. At the end of this time, the reaction mixture was worked up following the procedure described in Preparation 5, to give 5.12 g of the title compound, melting at 91.3°-92.8° C.